This data is from the Open Reaction Database (ORD), a public repository of structured organic reaction records. The task is: describe an organic reaction: reactants, conditions, products, and yield Reactants: C(=O)C=1C=C(C(=O)O)C=C(C1OC)C(C)C (3-formyl-5-isopropyl-4-methoxybenzoic acid), Cl.NO (hydroxylamine hydrochloride). Solvent: C(=O)O (formic acid). The product is C(#N)C=1C=C(C(=O)O)C=C(C1OC)C(C)C (3-cyano-5-isopropyl-4-methoxybenzoic acid). Yield: 99.9%. RXN SMILES: [CH:1]([C:3]1[CH:4]=[C:5]([CH:9]=[C:10]([CH:14]([CH3:16])[CH3:15])[C:11]=1[O:12][CH3:13])[C:6]([OH:8])=[O:7])=O.Cl.[NH2:18]O>C(O)=O>[C:1]([C:3]1[CH:4]=[C:5]([CH:9]=[C:10]([CH:14]([CH3:16])[CH3:15])[C:11]=1[O:12][CH3:13])[C:6]([OH:8])=[O:7])#[N:18] |f:1.2|. Procedure details: 3-formyl-5-isopropyl-4-methoxybenzoic acid (15.85 g) was dissolved in formic acid (80 mL), and hydroxylamine hydrochloride (5.45 g) was added to the solution, and the mixture was refluxed for 19 hours. The solvent was distilled off under reduced pressure and water was added, and then the mixture was extracted with ethyl acetate. The organic layer was washed with saturated brine, and then dried over anhydrous sodium sulfate. The solvent was distilled off under reduced pressure to obtain the title... Reactants: C(CCC)[Li] (n-Butyllithium), C[Si](C=1SC=C(N1)[Sn](CCCC)(CCCC)CCCC)(C)C (2-trimethylsilyl-4-tri-n-butylstannylthiazole), BrC=1N=C(SC1)[Si](C)(C)C (4-bromo-2-trimethylsilylthiazole), C(CCC)[Sn](CCCC)(CCCC)Cl (Tri-n-butylstannyl chloride). Run in CO (methanol), CCOCC (ether), C(Cl)(Cl)Cl (chloroform). Run at temperature -78 celsius, time 30 minute. Yields the product C(CCC)[Sn](C=1N=CSC1)(CCCC)CCCC (4-tri-n-butylstannylthiazole). Reaction SMILES: BrC1N=C([Si](C)(C)C)SC=1.C([Li])CCC.C([Sn](Cl)(CCCC)CCCC)CCC.C[Si](C)(C)[C:32]1[S:33][CH:34]=[C:35]([Sn:37]([CH2:46][CH2:47][CH2:48][CH3:49])([CH2:42][CH2:43][CH2:44][CH3:45])[CH2:38][CH2:39][CH2:40][CH3:41])[N:36]=1>CCOCC.C(Cl)(Cl)Cl.CO>[CH2:46]([Sn:37]([CH2:38][CH2:39][CH2:40][CH3:41])([CH2:42][CH2:43][CH2:44][CH3:45])[C:35]1[N:36]=[CH:32][S:33][CH:34]=1)[CH2:47][CH2:48][CH3:49]. Procedure details: n-Butyllithium (1.6M, 3.1 mL, 4.94 mmol) was added to a solution of 2,4-dibromothiazole (1 g, 4.12 mmol) in anhydrous ether (25 mL) stirred at −78° C. under nitrogen. After 15 min, chlorotrimethylsilane (493 mg, 4.53 mmol) was added, then the solution was allowed to warm to room temperature, and stirred for another 1 h. The mixture was quenched, and washed with 1N sodium hydroxide, dried through MgSO4, and then the solvent was evaporated to give a brown oily residue (905 mg). The residue was pur... Starting materials: ClC1=NC=CC(=N1)C=1C=C(CN(CCCNC(C2=CC=CC=C2)=O)CC)C=CC1 (N-(3-{[3-(2-Chloro-pyrimidin-4-yl)-benzyl]-ethyl-amino}-propyl)-benzamide), NCCC1=CC=C(C=C1)O (tyramine), 510. Product: C(C)N(CCCNC(C1=CC=CC=C1)=O)CC1=CC(=CC=C1)C1=NC(=NC=C1)NCCC1=CC=C(C=C1)O (N-{3-[Ethyl-(3-{2-[2-(4-hydroxy-phenyl)-ethylamino]-pyrimidin-4-yl}-benzyl)-amino]-propyl}-benzamide). Reaction SMILES: Cl[C:2]1[N:7]=[C:6]([C:8]2[CH:9]=[C:10]([CH:27]=[CH:28][CH:29]=2)[CH2:11][N:12]([CH2:25][CH3:26])[CH2:13][CH2:14][CH2:15][NH:16][C:17](=[O:24])[C:18]2[CH:23]=[CH:22][CH:21]=[CH:20][CH:19]=2)[CH:5]=[CH:4][N:3]=1.[NH2:30][CH2:31][CH2:32][C:33]1[CH:38]=[CH:37][C:36]([OH:39])=[CH:35][CH:34]=1>>[CH2:25]([N:12]([CH2:11][C:10]1[CH:27]=[CH:28][CH:29]=[C:8]([C:6]2[CH:5]=[CH:4][N:3]=[C:2]([NH:30][CH2:31][CH2:32][C:33]3[CH:38]=[CH:37][C:36]([OH:39])=[CH:35][CH:34]=3)[N:7]=2)[CH:9]=1)[CH2:13][CH2:14][CH2:15][NH:16][C:17](=[O:24])[C:18]1[CH:23]=[CH:22][CH:21]=[CH:20][CH:19]=1)[CH3:26]. Reported procedure: Intermediate 44 was coupled with tyramine following procedure F. LC-MS showed the product had the expected M+H+ of 510. Starting materials: [BH4-], CC(=O)c1cc2c(C)c(C)n(Cc3cccc(F)c3)c2c(N2CCc3ccccc3C2)n1, CO, Cl, [Na+], O. The product is Cc1c(C)n(Cc2cccc(F)c2)c2c(N3CCc4ccccc4C3)nc(C(C)O)cc12, Cl. RXN SMILES: [BH4-:1].[CH2:4]1[N:5]([c:14]2[n:15][c:16]([C:33]([CH3:34])=[O:35])[cH:17][c:18]3[c:19]2[n:20]([CH2:25][c:26]2[cH:27][c:28]([F:32])[cH:29][cH:30][cH:31]2)[c:21]([CH3:24])[c:22]3[CH3:23])[CH2:6][CH2:7][c:8]2[cH:9][cH:10][cH:11][cH:12][c:13]21.[CH3:37][OH:38].[ClH:3].[Na+:2].[OH2:36]>>[CH2:4]1[N:5]([c:14]2[n:15][c:16]([CH:33]([CH3:34])[OH:35])[cH:17][c:18]3[c:19]2[n:20]([CH2:25][c:26]2[cH:27][c:28]([F:32])[cH:29][cH:30][cH:31]2)[c:21]([CH3:24])[c:22]3[CH3:23])[CH2:6][CH2:7][c:8]2[cH:9][cH:10][cH:11][cH:12][c:13]21.[ClH:3]. Reactants: COC(=O)c1ncc(-c2cccc(C(F)(F)F)c2)cc1C, Cc1cc(-c2cccc(C(F)(F)F)c2)c(Cl)nc1C(=O)N1CCC(N2CCCC2)CC1, Nc1ncc(B(O)O)cn1, [Na+], [Na+], O=C([O-])[O-], C1COCCO1, O. Product: Cc1cc(-c2cccc(C(F)(F)F)c2)c(-c2cnc(N)nc2)nc1C(=O)N1CCC(N2CCCC2)CC1. Reaction SMILES: [CH3:1][O:2][C:3]([c:4]1[c:5]([CH3:6])[cH:7][c:8](-[c:9]2[cH:10][cH:11][cH:12][c:13]([C:14]([F:15])([F:16])[F:17])[cH:18]2)[cH:19][n:20]1)=[O:21].[Cl:22][c:23]1[c:24](-[c:43]2[cH:44][c:45]([C:49]([F:50])([F:51])[F:52])[cH:46][cH:47][cH:48]2)[cH:25][c:26]([CH3:42])[c:27]([C:29](=[O:30])[N:31]2[CH2:32][CH2:33][CH:34]([N:37]3[CH2:38][CH2:39][CH2:40][CH2:41]3)[CH2:35][CH2:36]2)[n:28]1.[NH2:53][c:54]1[n:55][cH:56][c:57]([B:60]([OH:61])[OH:62])[cH:58][n:59]1.[Na+:63].[Na+:64].[O-:65][C:66](=[O:67])[O-:68].[O:70]1[CH2:71][CH2:72][O:73][CH2:74][CH2:75]1.[OH2:69]>>[c:23]1(-[c:57]2[cH:56][n:55][c:54]([NH2:53])[n:59][cH:58]2)[c:24](-[c:43]2[cH:44][c:45]([C:49]([F:50])([F:51])[F:52])[cH:46][cH:47][cH:48]2)[cH:25][c:26]([CH3:42])[c:27]([C:29](=[O:30])[N:31]2[CH2:32][CH2:33][CH:34]([N:37]3[CH2:38][CH2:39][CH2:40][CH2:41]3)[CH2:35][CH2:36]2)[n:28]1. The reactants are CCCC1(CCC)OC(=O)N(CCC(C)(C)NCC(O)c2cc(OCc3ccccc3)cc3c2OCC(=O)N3)c2ccccc21, CO, [H][H]. Product: CCCC1(CCC)OC(=O)N(CCC(C)(C)NCC(O)c2cc(O)cc3c2OCC(=O)N3)c2ccccc21. As a reaction SMILES: [CH2:1]([c:2]1[cH:3][cH:4][cH:5][cH:6][cH:7]1)[O:8][c:9]1[cH:10][c:11]([CH:20]([CH2:21][NH:22][C:23]([CH2:24][CH2:25][N:26]2[C:27](=[O:42])[O:28][C:29]([CH2:36][CH2:37][CH3:38])([CH2:39][CH2:40][CH3:41])[c:30]3[c:31]2[cH:32][cH:33][cH:34][cH:35]3)([CH3:43])[CH3:44])[OH:45])[c:12]2[c:13]([cH:19]1)[NH:14][C:15](=[O:18])[CH2:16][O:17]2.[CH3:48][OH:49].[H:46][H:47]>>[OH:8][c:9]1[cH:10][c:11]([CH:20]([CH2:21][NH:22][C:23]([CH2:24][CH2:25][N:26]2[C:27](=[O:42])[O:28][C:29]([CH2:36][CH2:37][CH3:38])([CH2:39][CH2:40][CH3:41])[c:30]3[c:31]2[cH:32][cH:33][cH:34][cH:35]3)([CH3:43])[CH3:44])[OH:45])[c:12]2[c:13]([cH:19]1)[NH:14][C:15](=[O:18])[CH2:16][O:17]2.